Dataset: the Open Reaction Database (ORD), a public repository of structured organic reaction records. Task: describe an organic reaction: reactants, conditions, products, and yield The reactants are NC1(N)CCCCC1, Cc1cc[nH]n1, CCCCCCCCCCCC, CS(C)=O, CC(Oc1cc(I)cnc1N)c1c(Cl)ccc(F)c1Cl, I[Cu]I, [K+], [K+], [K+], O=P([O-])([O-])[O-]. Yields the product Cc1ccn(-c2cnc(N)c(OC(C)c3c(Cl)ccc(F)c3Cl)c2)n1. As a reaction SMILES: [C:47]1([NH2:48])([NH2:49])[CH2:50][CH2:51][CH2:52][CH2:53][CH2:54]1.[CH3:21][c:22]1[n:23][nH:24][cH:25][cH:26]1.[CH3:35][CH2:36][CH2:37][CH2:38][CH2:39][CH2:40][CH2:41][CH2:42][CH2:43][CH2:44][CH2:45][CH3:46].[CH3:55][S:56]([CH3:57])=[O:58].[Cl:1][c:2]1[c:3]([CH:10]([CH3:11])[O:12][c:13]2[c:14]([NH2:20])[n:15][cH:16][c:17]([I:19])[cH:18]2)[c:4]([Cl:9])[cH:5][cH:6][c:7]1[F:8].[Cu:59]([I:60])[I:61].[K+:32].[K+:33].[K+:34].[P:27]([O-:28])([O-:29])([O-:30])=[O:31]>>[Cl:1][c:2]1[c:3]([CH:10]([CH3:11])[O:12][c:13]2[c:14]([NH2:20])[n:15][cH:16][c:17](-[n:24]3[n:23][c:22]([CH3:21])[cH:26][cH:25]3)[cH:18]2)[c:4]([Cl:9])[cH:5][cH:6][c:7]1[F:8]. The reactants are [Si](C)(C)(C(C)(C)C)O[C@H]1C[C@@H](CC2=CC=C3[C@@H]4CC=C(C(C)(C)OCC#CC(C)(C)O[Si](CC)(CC)CC)[C@]4(CC[C@@H]3[C@@]12C)C)O[Si](C)(C)C(C)(C)C (1α,3β-Bis(tert-butyldimethylsilyloxy)-20-(4-triethylsilyloxy-4-methyl-2-pentynyloxy)-20-methylpregna-5,7,16-triene), O1CCCC1.[F-].C(CCC)[N+](CCCC)(CCCC)CCCC (tetra-n-butylammonium fluoride tetrahydrofuran). Yields the product O[C@H]1C[C@@H](CC2=CC=C3[C@@H]4CC=C(C(C)(C)OCC#CC(C)(C)O)[C@]4(CC[C@@H]3[C@@]12C)C)O (1α,3β-dihydroxy-20-(4-hydroxy-4-methyl-2-pentynyloxy)-20-methylpregna-5,7,16-triene). The yield is 110.2%. RXN SMILES: [Si]([O:8][C@@H:9]1[C@@:43]2([CH3:44])[C:13](=[CH:14][CH:15]=[C:16]3[C@@H:42]2[CH2:41][CH2:40][C@@:39]2([CH3:45])[C@H:17]3[CH2:18][CH:19]=[C:20]2[C:21]([O:24][CH2:25][C:26]#[C:27][C:28]([O:31][Si](CC)(CC)CC)([CH3:30])[CH3:29])([CH3:23])[CH3:22])[CH2:12][C@@H:11]([O:46][Si](C(C)(C)C)(C)C)[CH2:10]1)(C(C)(C)C)(C)C.O1CCCC1.[F-].C([N+](CCCC)(CCCC)CCCC)CCC>>[OH:8][C@@H:9]1[C@@:43]2([CH3:44])[C:13](=[CH:14][CH:15]=[C:16]3[C@@H:42]2[CH2:41][CH2:40][C@@:39]2([CH3:45])[C@H:17]3[CH2:18][CH:19]=[C:20]2[C:21]([O:24][CH2:25][C:26]#[C:27][C:28]([OH:31])([CH3:30])[CH3:29])([CH3:23])[CH3:22])[CH2:12][C@@H:11]([OH:46])[CH2:10]1 |f:1.2.3|. Procedure details: 1α,3β-Bis(tert-butyldimethylsilyloxy)-20-(4-triethylsilyloxy-4-methyl-2-pentynyloxy)-20-methylpregna-5,7,16-triene (82 mg, 0.105 mmol) and a 1M tetra-n-butylammonium fluoride tetrahydrofuran solution (3 ml) were subjected to reaction using a procedure similar to that of Example 5(2) (3 hours), worked up and purified by column chromatography (ethyl acetate) to give the titled compound (51 mg, quantitative) as a colorless foam. The reactants are [H-].[Na+] (sodium hydride), IC (iodomethane), ClC1=CC=C(C=C1)NC(=O)N1N=C(C(C1)(C)C1=CC=CC=C1)C1=CC=C(C=C1)Cl (N,3-bis-(4-chlorophenyl)-4-phenyl-4-methyl-4,5-dihydro-1H-pyrazole-1-carboxamide), [H][H] (hydrogen). Run at time 1 hour. Yields the product ClC1=CC=C(C=C1)N(C(=O)N1N=C(C(C1)(C1=CC=CC=C1)C)C1=CC=C(C=C1)Cl)C (N,3-bis-(4-chlorophenyl)-N,4-dimethyl-4-phenyl-4,5-dihydro-1H-pyrazole-1-carboxamide). RXN SMILES: [H-].[Na+].[Cl:3][C:4]1[CH:9]=[CH:8][C:7]([NH:10][C:11]([N:13]2[CH2:17][C:16]([C:19]3[CH:24]=[CH:23][CH:22]=[CH:21][CH:20]=3)([CH3:18])[C:15]([C:25]3[CH:30]=[CH:29][C:28]([Cl:31])=[CH:27][CH:26]=3)=[N:14]2)=[O:12])=[CH:6][CH:5]=1.[H][H].I[CH3:35]>>[Cl:3][C:4]1[CH:9]=[CH:8][C:7]([N:10]([CH3:35])[C:11]([N:13]2[CH2:17][C:16]([CH3:18])([C:19]3[CH:24]=[CH:23][CH:22]=[CH:21][CH:20]=3)[C:15]([C:25]3[CH:26]=[CH:27][C:28]([Cl:31])=[CH:29][CH:30]=3)=[N:14]2)=[O:12])=[CH:6][CH:5]=1 |f:0.1|. Reported procedure: To a 100 ml round bottomed flask was added 0.40 g (0.01 mole) of 60% sodium hydride. The sodium hydride was washed twice with hexane and 10 ml of dimethylformamide was added. Then, 2.1 g (0.05 mole) N,3-bis-(4-chlorophenyl)-4-methyl-4-phenyl-4,5-dihydro-1H-pyrazole-1-carboxamide (Example 2) was added portionwise. After hydrogen evolution ceased 1 ml of iodomethane was added and the mixture was stirred for 1 hour. The reaction mixture was partitioned between ether and water and the organic layer ... Starting materials: CCN(C(C)C)C(C)C, Cl, NC1CN2CCC1CC2, [Na+], O=C([O-])O, CN(C)C=O, O=C(O)c1cccc(NS(=O)(=O)c2ccccc2)c1. The product is O=C(NC1CN2CCC1CC2)c1cccc(NS(=O)(=O)c2ccccc2)c1. As a reaction SMILES: [CH:30]([N:31]([CH2:32][CH3:33])[CH:34]([CH3:35])[CH3:36])([CH3:37])[CH3:38].[ClH:20].[NH2:21][CH:22]1[CH2:23][N:24]2[CH2:25][CH2:26][CH:27]1[CH2:28][CH2:29]2.[Na+:48].[O-:44][C:45]([OH:46])=[O:47].[O:39]=[CH:40][N:41]([CH3:42])[CH3:43].[c:1]1([S:7](=[O:8])(=[O:9])[NH:10][c:11]2[cH:12][c:13]([C:14](=[O:15])[OH:16])[cH:17][cH:18][cH:19]2)[cH:2][cH:3][cH:4][cH:5][cH:6]1>>[c:1]1([S:7](=[O:8])(=[O:9])[NH:10][c:11]2[cH:12][c:13]([C:14](=[O:16])[NH:21][CH:22]3[CH2:23][N:24]4[CH2:25][CH2:26][CH:27]3[CH2:28][CH2:29]4)[cH:17][cH:18][cH:19]2)[cH:2][cH:3][cH:4][cH:5][cH:6]1.